describe an organic reaction: reactants, conditions, products, and yield From a dataset of the Open Reaction Database (ORD), a public repository of structured organic reaction records. Starting materials: ON=C(C1=CN=CC=C1)N (N′-hydroxynicotinimidamide), FC(C(=O)C1=CC=C(C(=O)O)C=C1)(F)F (4-(2,2,2-trifluoroacetyl)benzoic acid), N (NH3). Yields the product FC(C(=O)O)(F)F.FC(C(=O)C1=CC=C(C=C1)C1=NC(=NO1)C=1C=NC=CC1)(F)F (2,2,2-trifluoro-1-(4-(3-(pyridin-3-yl)-1,2,4-oxadiazol-5-yl)phenyl)ethanone trifluoroacetate). As a reaction SMILES: [OH:1][N:2]=[C:3]([NH2:10])[C:4]1[CH:9]=[CH:8][CH:7]=[N:6][CH:5]=1.[F:11][C:12]([F:25])([F:24])[C:13]([C:15]1[CH:23]=[CH:22][C:18]([C:19]([OH:21])=O)=[CH:17][CH:16]=1)=[O:14].N>>[F:11][C:12]([F:25])([F:24])[C:13]([OH:1])=[O:14].[F:24][C:12]([F:11])([F:25])[C:13]([C:15]1[CH:16]=[CH:17][C:18]([C:19]2[O:21][N:10]=[C:3]([C:4]3[CH:5]=[N:6][CH:7]=[CH:8][CH:9]=3)[N:2]=2)=[CH:22][CH:23]=1)=[O:14] |f:3.4|. Reported procedure: The title compound was prepared according to the procedure of Example 8 using N′-hydroxynicotinimidamide (Aldrich) and 4-(2,2,2-trifluoroacetyl)benzoic acid (Aldrich). 1H NMR (300 MHz, CD3OD) δ 7.81 (ddd, J=7.9, 5.2, 0.8 Hz, 1 H), 7.96 (d, J=8.3 Hz, 2 H), 8.28 (d, J=8.7 Hz, 2 H), 8.76 (dt, J=8.2, 1.8 Hz, 1 H), 8.82 (dd, J=5.2, 1.6 Hz, 1 H), 9.38 (d, J=1.6 Hz, 1 H) ppm; MS (DCI/NH3) m/z 320 (M+H)+. Procedure details: A solution of ethyl-o-toluate (41.2 g, 0.25 mole) in carbon tetrachloride (200 mL) was added dropwise to a stirring mixture of benzoyl peroxide (100 mg), carbon tetrachloride (200 mL) and NBS (44.5 g, 0.25 mole) at 0° C. The mixture was heated at reflux for 3.5 h under nitrogen, and allowed to cool to room temperature overnight. The precipitated succinimide was removed by filtration and the filter cake was washed with carbon tetrachloride. The combined filtrates were washed successively with 2 N... Starting materials: C(C)OC(=O)C=1C(=CC=CC1)C (ethyl-o-toluate), C(C1=CC=CC=C1)(=O)OOC(C1=CC=CC=C1)=O (benzoyl peroxide), C1CC(=O)N(C1=O)Br (NBS). Solvent: C(Cl)(Cl)(Cl)Cl (carbon tetrachloride), C(Cl)(Cl)(Cl)Cl (carbon tetrachloride). Product: BrCC1=C(C(=O)OCC)C=CC=C1 (Ethyl 2-bromomethylbenzoate). RXN SMILES: [CH2:1]([O:3][C:4]([C:6]1[C:7]([CH3:12])=[CH:8][CH:9]=[CH:10][CH:11]=1)=[O:5])[CH3:2].C(OOC(=O)C1C=CC=CC=1)(=O)C1C=CC=CC=1.C1C(=O)N([Br:38])C(=O)C1>C(Cl)(Cl)(Cl)Cl>[Br:38][CH2:12][C:7]1[CH:8]=[CH:9][CH:10]=[CH:11][C:6]=1[C:4]([O:3][CH2:1][CH3:2])=[O:5]. Reactants: [Si](C)(C)(C(C)(C)C)OC=1C=C(C=C(C1O[Si](C)(C)C(C)(C)C)Cl)O (3,4-bis-(t-Butyldimethylsilyloxy)-5-chlorophenol), C1CC(=O)N(C1=O)Br (NBS). Solvent: CN(C)C=O (DMF), O (water). Product: BrC1=C(C=C(C(=C1Cl)O[Si](C)(C)C(C)(C)C)O[Si](C)(C)C(C)(C)C)O (2-Bromo-3-chloro-4,5-bis-(t-butyldimethylsilyoxy)phenol). The yield is 70.0%. As a reaction SMILES: [Si:1]([O:8][C:9]1[CH:10]=[C:11]([OH:24])[CH:12]=[C:13]([Cl:23])[C:14]=1[O:15][Si:16]([C:19]([CH3:22])([CH3:21])[CH3:20])([CH3:18])[CH3:17])([C:4]([CH3:7])([CH3:6])[CH3:5])([CH3:3])[CH3:2].C1C(=O)N([Br:32])C(=O)C1>CN(C=O)C.O>[Br:32][C:12]1[C:13]([Cl:23])=[C:14]([O:15][Si:16]([C:19]([CH3:22])([CH3:21])[CH3:20])([CH3:18])[CH3:17])[C:9]([O:8][Si:1]([C:4]([CH3:7])([CH3:6])[CH3:5])([CH3:3])[CH3:2])=[CH:10][C:11]=1[OH:24]. Procedure details: A solution of 0.050 g (0.12 mmol) of 16 and 0.023 g (0.12 mmol) of NBS in 2 mL of DMF under argon was stirred at 25° C. for 1 day. The reaction mixture was diluted with 30 mL of water, extracted three times with diethyl ether (40 mL each), and the combined extracts were washed with brine (30 mL), dried (MgSO4), and concentrated to give 0.042 g (70% yield). This material was used in next step without purification. 1H NMR (CDCl3) δ 6.53 (s, 1H, Ar, C6-H), 1.03 (s, 9H, t-Bu), 0.96 (s, 9H, t-Bu), 0.... Starting materials: C(CCC)[SnH](CCCC)CCCC (Tributyltin hydride), ClC1=C(C=CC(=C1)Cl)C=CC(CC(CC(=O)OC)O)=O (Methyl 7-(2,4-Dichlorophenyl)-3-hydroxy-5-oxo-6-heptenoate), CCOCC (ether), O (water). The reagents and catalysts are C=1C=CC(=CC1)[P](C=2C=CC=CC2)(C=3C=CC=CC3)[Pd]([P](C=4C=CC=CC4)(C=5C=CC=CC5)C=6C=CC=CC6)([P](C=7C=CC=CC7)(C=8C=CC=CC8)C=9C=CC=CC9)[P](C=1C=CC=CC1)(C=1C=CC=CC1)C=1C=CC=CC1 (tetrakis(triphenylphosphine)palladium(0)). The solvent is C1CCOC1 (THF). Conditions: time 8 hour. Yields the product ClC1=C(C=CC(=C1)Cl)CCC(CC(CC(=O)OC)O)=O (Methyl 7-(2,4-Dichlorophenyl)-3-hydroxy-5-oxoheptanoate). Isolated yield 81.5%. As a reaction SMILES: C([SnH](CCCC)CCCC)CCC.[Cl:14][C:15]1[CH:20]=[C:19]([Cl:21])[CH:18]=[CH:17][C:16]=1[CH:22]=[CH:23][C:24](=[O:33])[CH2:25][CH:26]([OH:32])[CH2:27][C:28]([O:30][CH3:31])=[O:29].O.CCOCC>C1COCC1.C1C=CC([P]([Pd]([P](C2C=CC=CC=2)(C2C=CC=CC=2)C2C=CC=CC=2)([P](C2C=CC=CC=2)(C2C=CC=CC=2)C2C=CC=CC=2)[P](C2C=CC=CC=2)(C2C=CC=CC=2)C2C=CC=CC=2)(C2C=CC=CC=2)C2C=CC=CC=2)=CC=1>[Cl:14][C:15]1[CH:20]=[C:19]([Cl:21])[CH:18]=[CH:17][C:16]=1[CH2:22][CH2:23][C:24](=[O:33])[CH2:25][CH:26]([OH:32])[CH2:27][C:28]([O:30][CH3:31])=[O:29] |^1:48,50,69,88|. Procedure: Tributyltin hydride (450 μL, 1.7 mmol) was added dropwise over 1-1/2 hours to a stirred solution of the ene-one ester from Step A (320 mg, 1 mmol) and tetrakis(triphenylphosphine)palladium(0) (35 mg, 0.03 mmol) in dry THF (5 mL) at ambient temperature under N2. After standing at 20° C. overnight the light-brown solution was distributed between water (100 mL) and ether (150 mL). The organic layer was separated and washed with water (2×100 mL), dried and evaporated. The residual oil (1 major spot ... The reactants are [Br-], O=C([O-])[O-], CCCN(C)C(=O)c1cc(NS(C)(=O)=O)cc(C(=O)OC)c1, CCCC[N+](CCCC)(CCCC)CCCC, CCOC(C)=O, CI, [K+], [K+], CN(C)C=O. Yields the product CCCN(C)C(=O)c1cc(C(=O)OC)cc(N(C)S(C)(=O)=O)c1. As a reaction SMILES: [Br-:31].[C:25](=[O:26])([O-:27])[O-:28].[CH3:1][O:2][C:3]([c:4]1[cH:5][c:6]([C:7](=[O:8])[N:9]([CH2:10][CH2:11][CH3:12])[CH3:13])[cH:14][c:15]([NH:17][S:18](=[O:19])(=[O:20])[CH3:21])[cH:16]1)=[O:22].[CH3:32][CH2:33][CH2:34][CH2:35][N+:36]([CH2:37][CH2:38][CH2:39][CH3:40])([CH2:41][CH2:42][CH2:43][CH3:44])[CH2:45][CH2:46][CH2:47][CH3:48].[CH3:54][CH2:55][O:56][C:57](=[O:58])[CH3:59].[I:23][CH3:24].[K+:29].[K+:30].[O:49]=[CH:50][N:51]([CH3:52])[CH3:53]>>[CH3:1][O:2][C:3]([c:4]1[cH:5][c:6]([C:7](=[O:8])[N:9]([CH2:10][CH2:11][CH3:12])[CH3:13])[cH:14][c:15]([N:17]([S:18](=[O:19])(=[O:20])[CH3:21])[CH3:25])[cH:16]1)=[O:22]. The reactants are [N+](=O)([O-])C1=CC=C(C=C1)N1C(=CC2=CC=CC=C12)C(=O)O (1-(4-nitrophenyl)-1H-indole-2-carboxylic acid), NN (hydrazine). Reagents/catalysts: [Ni] (Raney® nickel). Run in C(C)O (ethanol). Run at time 2 hour. Yields the product NC1=CC=C(C=C1)N1C(=CC2=CC=CC=C12)C(=O)O (1-(4-aminophenyl)-1H-indole-2-carboxylic acid). The yield is 79.3%. RXN SMILES: [N+:1]([C:4]1[CH:9]=[CH:8][C:7]([N:10]2[C:18]3[C:13](=[CH:14][CH:15]=[CH:16][CH:17]=3)[CH:12]=[C:11]2[C:19]([OH:21])=[O:20])=[CH:6][CH:5]=1)([O-])=O.NN>C(O)C.[Ni]>[NH2:1][C:4]1[CH:5]=[CH:6][C:7]([N:10]2[C:18]3[C:13](=[CH:14][CH:15]=[CH:16][CH:17]=3)[CH:12]=[C:11]2[C:19]([OH:21])=[O:20])=[CH:8][CH:9]=1. Procedure: A large excess of Raney® nickel was added in portions to a stirred solution of 1-(4-nitrophenyl)-1H-indole-2-carboxylic acid (1.40 g, 5.0 mmol), hydrazine (1.0 mL, 32 mmol) in 20 mL of ethanol. After stirring at room temperature for 2 h the catalyst was then removed by filtering through a short pad of Celite®521. The filtrate was concentrated to give 1-(4-aminophenyl)-1H-indole-2-carboxylic acid (1.0 g, 80%) as a beige solid: MS (ESI) m/z 253 (MH+); MS (ESI) m/z 251 ([M−H]−). Starting materials: ON1C(CCC1=O)=O (N-hydroxysuccinimide), N1([C@H](C(=O)N([C@H](CC2=CNC3=CC=CC=C23)C(=O)O)C)CCC1)C(=O)OC(C)(C)C (BocPro-MeDTrpOH), N[C@@H](CCC1=CC=CC=C1)C(=O)OC(=O)C1=CC=CC=C1 (HPheOBz), C1(CCCCC1)N=C=NC1CCCCC1 (dicyclohexylcarbodiimide). The product is N1([C@H](C(=O)N([C@H](CC2=CNC3=CC=CC=C23)C(=O)N[C@@H](CC2=CC=CC=C2)C(=O)OC(=O)C2=CC=CC=C2)C)CCC1)C(=O)OC(C)(C)C (BocPro-MeDTrp-PheOBz). The yield is 83.0%. RXN SMILES: [N:1]1([C:24]([O:26][C:27]([CH3:30])([CH3:29])[CH3:28])=[O:25])[CH2:23][CH2:22][CH2:21][C@H:2]1[C:3]([N:5]([CH3:20])[C@@H:6]([C:17](O)=[O:18])[CH2:7][C:8]1[C:16]2[C:11](=[CH:12][CH:13]=[CH:14][CH:15]=2)[NH:10][CH:9]=1)=[O:4].[NH2:31][C@H:32]([C:41]([O:43][C:44]([C:46]1[CH:51]=[CH:50][CH:49]=[CH:48][CH:47]=1)=[O:45])=[O:42])[CH2:33][CH2:34][C:35]1[CH:40]=[CH:39][CH:38]=[CH:37]C=1.C1(N=C=NC2CCCCC2)CCCCC1.ON1C(=O)CCC1=O>>[N:1]1([C:24]([O:26][C:27]([CH3:29])([CH3:30])[CH3:28])=[O:25])[CH2:23][CH2:22][CH2:21][C@H:2]1[C:3]([N:5]([CH3:20])[C@@H:6]([C:17]([NH:31][C@H:32]([C:41]([O:43][C:44]([C:46]1[CH:47]=[CH:48][CH:49]=[CH:50][CH:51]=1)=[O:45])=[O:42])[CH2:33][C:34]1[CH:35]=[CH:40][CH:39]=[CH:38][CH:37]=1)=[O:18])[CH2:7][C:8]1[C:16]2[C:11](=[CH:12][CH:13]=[CH:14][CH:15]=2)[NH:10][CH:9]=1)=[O:4]. Procedure details: Condensation of BocProOH (4.63 g.) and MeDTrpOMe (5.00 g.) by the mixed anhydride method using diphenylphosphinyl chloride gave BocPro-MeDTrpOMe in 69% yield. Demethylation of BocPro-MeDTrpOMe (6.33 g.) using aqueous sodium hydroxide gave BocPro-MeDTrpOH in 77% yield. Condensation of BocPro-MeDTrpOH (3.60 g.) and HPheOBz (3.70 g.) using dicyclohexylcarbodiimide and N-hydroxysuccinimide gave BocPro-MeDTrp-PheOBz in 83% yield. Debenzylation of BocPro-MeDTrp-PheOBz (4.60 g.) by hydrogenation with p... Reactants: ClCCl, OC(c1ccccc1)N1C=NCC1. The product is O=C(c1ccccc1)N1C=NCC1. As a reaction SMILES: [Cl:14][CH2:15][Cl:16].[N:1]1([CH:6]([OH:7])[c:8]2[cH:9][cH:10][cH:11][cH:12][cH:13]2)[CH:2]=[N:3][CH2:4][CH2:5]1>>[N:1]1([C:6](=[O:7])[c:8]2[cH:9][cH:10][cH:11][cH:12][cH:13]2)[CH:2]=[N:3][CH2:4][CH2:5]1. Starting materials: C1CCOC1, COc1nccc2[nH]c(C)cc12, [H-], CCCCCCCCI, [Na+]. Yields the product CCCCCCCCn1c(C)cc2c(OC)nccc21. RXN SMILES: [CH2:24]1[O:25][CH2:26][CH2:27][CH2:28]1.[CH3:3][O:4][c:5]1[n:6][cH:7][cH:8][c:9]2[c:10]1[cH:11][c:12]([CH3:14])[nH:13]2.[H-:2].[I:15][CH2:16][CH2:17][CH2:18][CH2:19][CH2:20][CH2:21][CH2:22][CH3:23].[Na+:1]>>[CH3:3][O:4][c:5]1[n:6][cH:7][cH:8][c:9]2[c:10]1[cH:11][c:12]([CH3:14])[n:13]2[CH2:16][CH2:17][CH2:18][CH2:19][CH2:20][CH2:21][CH2:22][CH3:23].